From a dataset of the Open Reaction Database (ORD), a public repository of structured organic reaction records. describe an organic reaction: reactants, conditions, products, and yield Reactants: B, CO, CC(C)=O, CC(=O)O, ClCCl, COc1cc(C(=O)NC2CNC2)ccc1Nc1ncc2c(n1)N(C1CCCCC1)CC(F)(F)C(=O)N2C, c1ccncc1. Yields the product COc1cc(C(=O)NC2CN(C(C)C)C2)ccc1Nc1ncc2c(n1)N(C1CCCCC1)CC(F)(F)C(=O)N2C. RXN SMILES: [BH3:50].[CH3:38][OH:39].[CH3:40][C:41]([CH3:42])=[O:43].[CH3:51][C:52](=[O:53])[OH:54].[Cl:55][CH2:56][Cl:57].[NH:1]1[CH2:2][CH:3]([NH:5][C:6]([c:7]2[cH:8][c:9]([O:35][CH3:36])[c:10]([NH:13][c:14]3[n:15][cH:16][c:17]4[c:18]([n:34]3)[N:19]([CH:28]3[CH2:29][CH2:30][CH2:31][CH2:32][CH2:33]3)[CH2:20][C:21]([F:26])([F:27])[C:22](=[O:25])[N:23]4[CH3:24])[cH:11][cH:12]2)=[O:37])[CH2:4]1.[n:44]1[cH:45][cH:46][cH:47][cH:48][cH:49]1>>[N:1]1([CH:41]([CH3:40])[CH3:42])[CH2:2][CH:3]([NH:5][C:6]([c:7]2[cH:8][c:9]([O:35][CH3:36])[c:10]([NH:13][c:14]3[n:15][cH:16][c:17]4[c:18]([n:34]3)[N:19]([CH:28]3[CH2:29][CH2:30][CH2:31][CH2:32][CH2:33]3)[CH2:20][C:21]([F:26])([F:27])[C:22](=[O:25])[N:23]4[CH3:24])[cH:11][cH:12]2)=[O:37])[CH2:4]1. The reactants are CC12CCC(OC(=O)Oc3ccc([N+](=O)[O-])cc3)CC1CCC1C2CCC2(C)C(c3ccc(=O)oc3)CCC12O, CN(C)c1ccncc1, CCN(C(C)C)C(C)C, ClCCl, OCCN1CCCC1. Yields the product CC12CCC(OC(=O)OCCN3CCCC3)CC1CCC1C2CCC2(C)C(c3ccc(=O)oc3)CCC12O. As a reaction SMILES: [C:1]([O:2][CH:3]1[CH2:4][CH2:5][C:6]2([CH3:29])[CH:7]3[CH2:8][CH2:9][C:10]4([CH3:28])[CH:11]([c:21]5[cH:22][cH:23][c:24](=[O:27])[o:25][cH:26]5)[CH2:12][CH2:13][C:14]4([OH:20])[CH:15]3[CH2:16][CH2:17][CH:18]2[CH2:19]1)([O:30][c:31]1[cH:32][cH:33][c:34]([N+:35]([O-:36])=[O:37])[cH:38][cH:39]1)=[O:40].[CH3:61][N:62]([c:63]1[cH:64][cH:65][n:66][cH:67][cH:68]1)[CH3:69].[CH:49]([N:50]([CH2:51][CH3:52])[CH:53]([CH3:54])[CH3:55])([CH3:56])[CH3:57].[Cl:58][CH2:59][Cl:60].[OH:41][CH2:42][CH2:43][N:44]1[CH2:45][CH2:46][CH2:47][CH2:48]1>>[C:1]([O:2][CH:3]1[CH2:4][CH2:5][C:6]2([CH3:29])[CH:7]3[CH2:8][CH2:9][C:10]4([CH3:28])[CH:11]([c:21]5[cH:22][cH:23][c:24](=[O:27])[o:25][cH:26]5)[CH2:12][CH2:13][C:14]4([OH:20])[CH:15]3[CH2:16][CH2:17][CH:18]2[CH2:19]1)([O:30][CH2:42][CH2:43][N:44]1[CH2:45][CH2:46][CH2:47][CH2:48]1)=[O:40]. The reactants are C(C)(=O)SCC1(CC1)CC#N (1-(Acetylthiomethyl)cyclopropaneacetonitrile), O (H2O), CO (MeOH), O (H2O), OS(=O)(=O)O (H2SO4). Conditions: temperature 25 celsius. Yields the product SCC1(CC1)CC(=O)OC (Methyl 1-(mercaptomethyl)cyclopropaneacetate). Yield: 93.0%. As a reaction SMILES: C([S:4][CH2:5][C:6]1([CH2:9][C:10]#N)[CH2:8][CH2:7]1)(=O)C.[OH2:12].OS(O)(=O)=O.[CH3:18][OH:19]>>[SH:4][CH2:5][C:6]1([CH2:9][C:10]([O:19][CH3:18])=[O:12])[CH2:7][CH2:8]1. Procedure: To a solution of the nitrile of Step 8 (45 g, 266 mmol) in MeOH (1.36 L) was added H2O (84 mL) and cone. H2SO4 (168 mL). The mixture was heated to reflux for 20 hours, cooled to 25° C., H2O (1 L) was added and the product was extracted with CH2Cl2 (2×1.5 L). The organic extract was washed with H2O and dried over Na2SO4. Concentration of the organic solution gave 36 g (93%) of the title compound.